This data is from the Open Reaction Database (ORD), a public repository of structured organic reaction records. The task is: describe an organic reaction: reactants, conditions, products, and yield Starting materials: N1C(CCC1)C(=O)N(C=1C(C(=O)OCC)=CC=CC1)C (ethyl N-(2-pyrrolidinylcarbonyl)-N-methylanthranilate), Cl (hydrogen chloride). As a reaction SMILES: [NH:1]1[CH2:5][CH2:4][CH2:3][CH:2]1[C:6]([N:8]([CH3:20])[C:9]1[C:10](=[CH:16][CH:17]=[CH:18][CH:19]=1)[C:11](OCC)=[O:12])=[O:7].Cl>>[CH3:20][N:8]1[C:9]2[CH:19]=[CH:18][CH:17]=[CH:16][C:10]=2[C:11](=[O:12])[N:1]2[CH2:5][CH2:4][CH2:3][CH:2]2[C:6]1=[O:7]. Procedure details: A mixture of 10 g. of ethyl N-(2-pyrrolidinylcarbonyl)-N-methylanthranilate and 200 ml. of 3N alcoholic hydrogen chloride is heated on the steam bath for 6 hours and then concentrated. The residue is purified by chromatography on a hexane/methanol/celite system and racemic 1,2,3,11a-tetrahydro-10-methyl-5H-pyrrolo[2,1-c][1,4]benzodiazepin-5,11(10H)-dione is obtained. Product: CN1C(C2N(C(C3=C1C=CC=C3)=O)CCC2)=O (racemic 1,2,3,11a-tetrahydro-10-methyl-5H-pyrrolo[2,1-c][1,4]benzodiazepin-5,11(10H)-dione). The yield is 112.6%. Starting materials: ClC=1C(=CC(=C(C1)NC(=O)N1C(N(CC1)C1CCOCC1)=O)F)OC1=CC(=NC=C1)Cl (N-(5-chloro-4-((2-chloropyridin-4-yl)oxy)-2-fluorophenyl)-2-oxo-3-(tetrahydro-2H-pyran-4-yl)imidazolidine-1-carboxamide), C(N)(OC(C)(C)C)=O (t-butyl carbamate), C(=O)([O-])[O-].[Cs+].[Cs+] (Cs2CO3), CC1(C2=C(C(=CC=C2)P(C3=CC=CC=C3)C4=CC=CC=C4)OC5=C(C=CC=C51)P(C6=CC=CC=C6)C7=CC=CC=C7)C (Xantphos). As a reaction SMILES: [Cl:1][C:2]1[C:3]([O:24][C:25]2[CH:30]=[CH:29][N:28]=[C:27](Cl)[CH:26]=2)=[CH:4][C:5]([F:23])=[C:6]([NH:8][C:9]([N:11]2[CH2:15][CH2:14][N:13]([CH:16]3[CH2:21][CH2:20][O:19][CH2:18][CH2:17]3)[C:12]2=[O:22])=[O:10])[CH:7]=1.[C:32](=[O:39])([O:34][C:35]([CH3:38])([CH3:37])[CH3:36])[NH2:33].C([O-])([O-])=O.[Cs+].[Cs+].CC1(C)C2C(=C(P(C3C=CC=CC=3)C3C=CC=CC=3)C=CC=2)OC2C(P(C3C=CC=CC=3)C3C=CC=CC=3)=CC=CC1=2>O1CCOCC1.C1C=CC(/C=C/C(/C=C/C2C=CC=CC=2)=O)=CC=1.C1C=CC(/C=C/C(/C=C/C2C=CC=CC=2)=O)=CC=1.C1C=CC(/C=C/C(/C=C/C2C=CC=CC=2)=O)=CC=1.[Pd].[Pd]>[Cl:1][C:2]1[CH:7]=[C:6]([NH:8][C:9]([N:11]2[CH2:15][CH2:14][N:13]([CH:16]3[CH2:21][CH2:20][O:19][CH2:18][CH2:17]3)[C:12]2=[O:22])=[O:10])[C:5]([F:23])=[CH:4][C:3]=1[O:24][C:25]1[CH:30]=[CH:29][N:28]=[C:27]([NH:33][C:32](=[O:39])[O:34][C:35]([CH3:38])([CH3:37])[CH3:36])[CH:26]=1 |f:2.3.4,7.8.9.10.11|. The product is ClC1=C(OC2=CC(=NC=C2)NC(OC(C)(C)C)=O)C=C(C(=C1)NC(=O)N1C(N(CC1)C1CCOCC1)=O)F (tert-butyl (4-(2-chloro-5-fluoro-4-(2-oxo-3-(tetrahydro-2H-pyran-4-yl)imidazolidine-1-carboxamido)phenoxy)pyridin-2-yl)carbamate). Reported procedure: A mixture of Example C8 (1 g, 2.131 mmol), t-butyl carbamate (0.749 g, 6.39 mmol), Cs2CO3 (2.083 g, 6.39 mmol) and Xantphos (0.555 g, 0.959 mmol) in dioxane (15 mL) was sparged with Ar, treated with Pd2(dba)3 (0.293 g, 0.320 mmol), sparged again with Ar and heated at 100° C. overnight. The mixture was cooled to RT, treated with satd. NaHCO3, extracted with EtOAc (3×) and the combined organics were dried over Na2SO4, passed through a pad of silica gel and concentrated to dryness to afford crude t... Conditions: temperature 100 celsius. Run in O1CCOCC1 (dioxane). Reagents/catalysts: C=1C=CC(=CC1)/C=C/C(=O)/C=C/C2=CC=CC=C2.C=1C=CC(=CC1)/C=C/C(=O)/C=C/C2=CC=CC=C2.C=1C=CC(=CC1)/C=C/C(=O)/C=C/C2=CC=CC=C2.[Pd].[Pd] (Pd2(dba)3). Starting materials: COC1=C(C=C(C=C1)OC)CCC(=O)O (3-(2,5-dimethoxyphenyl)propionic acid), COC=1C=CC(=CC1)P2(=S)SP(=S)(S2)C=3C=CC(=CC3)OC (Lawesson's reagent), C1CCC(CC1)N=C=NC2CCCCC2 (DCC), N1=CNC2=C1C=CC(=C2)C(=O)NN (benzimidazol-5-carbohydrazide). Product: COC1=C(CCC2=NN=C(S2)C2=CC3=C(NC=N3)C=C2)C=C(C=C1)OC (5-(5-(2,5-Dimethoxyphenethyl)-1,3,4-thiadiazol-2-yl)-1H-benzo[d]imidazole). Reaction SMILES: [CH3:1][O:2][C:3]1[CH:8]=[CH:7][C:6]([O:9][CH3:10])=[CH:5][C:4]=1[CH2:11][CH2:12][C:13](O)=O.C1CCC(N=C=NC2CCCCC2)CC1.[N:31]1[C:35]2[CH:36]=[CH:37][C:38]([C:40]([NH:42][NH2:43])=O)=[CH:39][C:34]=2[NH:33][CH:32]=1.COC1C=CC(P2(SP(C3C=CC(OC)=CC=3)(=S)S2)=[S:53])=CC=1>>[CH3:1][O:2][C:3]1[CH:8]=[CH:7][C:6]([O:9][CH3:10])=[CH:5][C:4]=1[CH2:11][CH2:12][C:13]1[S:53][C:40]([C:38]2[CH:37]=[CH:36][C:35]3[NH:31][CH:32]=[N:33][C:34]=3[CH:39]=2)=[N:42][N:43]=1. Procedure: The compound was synthesized starting from 3-(2,5-dimethoxyphenyl)propionic acid (210 mg; 1 mmol), DCC (206 mg; 1 mmol), benzimidazol-5-carbohydrazide (176 mg; 1 mmol) and Lawesson's reagent (606 mg; 1.5 mmol) as described in method 2; yield: 0.04 g (10.9%); MS m/z: 367.3 [M+H]+; 1H-NMR (DMSO d6, 400 MHz): δ 3.03 (t, 2H, 3J=7.5 Hz); 3.38 (t, 2H, 3J=7.5 Hz); 3.66 (s, 3H); 3.73 (s, 3H); 6.76 (dd, 1H, 4J=2.9 Hz, 3J=9.1 Hz); 6.82 (d, 1H, 4J=2.9 Hz); 6.89 (d, 1H, 3J=9.1 Hz); 7.81 (d, 1H, 3J=8.7 Hz); ... Reactants: COC(NCC=CC=1NC(NC1)N)=O ([3-(2-Amino-2,3-dihydro-1H-imidazol-4-yl)allyl]carbamic acid methyl ester). Solvent: [OH-].[Na+] (NaOH). Reaction conditions: time 48 hour. The product is N1C(=NC2=NC=CC=C21)N (1H-Imidazo[4,5-b]pyridin-2-ylamine). The yield is 29.8%. RXN SMILES: COC(=O)[NH:4][CH2:5][CH:6]=[CH:7][C:8]1[NH:9][CH:10]([NH2:13])[NH:11][CH:12]=1>[OH-].[Na+]>[NH:9]1[C:8]2[C:12](=[N:4][CH:5]=[CH:6][CH:7]=2)[N:11]=[C:10]1[NH2:13] |f:1.2|. Procedure: 20 mg (0.1 mmol) of the cis allyl amine 16 are dissolved in a 1M NaOH solution (2 ml). The mixture is left at ambient temperature for 48 h. This solution is extracted with BuOH (3×20 ml). The butanol phases are combined and evaporated to dryness. The residue is taken up in the minimum amount of methanol and then purified on preparative silica gel plates using the DCM/MeOH(NH3), 8/2, mixture as eluent. Compound 17 (4 mg) is obtained with a yield of 31%. Starting materials: Br, CCCCOc1ccc(-c2nc(Cl)c(CC(=O)O)n2Cc2ccccc2)cc1, O. Product: O=C(O)Cc1c(Cl)nc(-c2ccc(O)cc2)n1Cc1ccccc1. As a reaction SMILES: [BrH:30].[CH2:1]([c:2]1[cH:3][cH:4][cH:5][cH:6][cH:7]1)[n:8]1[c:9](-[c:18]2[cH:19][cH:20][c:21]([O:24][CH2:25][CH2:26][CH2:27][CH3:28])[cH:22][cH:23]2)[n:10][c:11]([Cl:17])[c:12]1[CH2:13][C:14](=[O:15])[OH:16].[OH2:29]>>[CH2:1]([c:2]1[cH:3][cH:4][cH:5][cH:6][cH:7]1)[n:8]1[c:9](-[c:18]2[cH:19][cH:20][c:21]([OH:24])[cH:22][cH:23]2)[n:10][c:11]([Cl:17])[c:12]1[CH2:13][C:14](=[O:15])[OH:16]. Reactants: CC(C)(C)OC(=O)Nc1ccc(OC2CCN(C(=O)c3c(Cl)cccc3Cl)CC2)cc1, ClCCl, O=C(O)C(F)(F)F. The product is Nc1ccc(OC2CCN(C(=O)c3c(Cl)cccc3Cl)CC2)cc1. Reaction SMILES: [C:1]([O:2][C:3](=[O:4])[NH:7][c:8]1[cH:9][cH:10][c:11]([O:14][CH:15]2[CH2:16][CH2:17][N:18]([C:21]([c:22]3[c:23]([Cl:29])[cH:24][cH:25][cH:26][c:27]3[Cl:28])=[O:30])[CH2:19][CH2:20]2)[cH:12][cH:13]1)([CH3:5])([CH3:6])[CH3:31].[Cl:39][CH2:40][Cl:41].[OH:32][C:33]([C:34]([F:35])([F:36])[F:37])=[O:38]>>[NH2:7][c:8]1[cH:9][cH:10][c:11]([O:14][CH:15]2[CH2:16][CH2:17][N:18]([C:21]([c:22]3[c:23]([Cl:29])[cH:24][cH:25][cH:26][c:27]3[Cl:28])=[O:30])[CH2:19][CH2:20]2)[cH:12][cH:13]1. Reaction SMILES: [CH2:24]1[O:25][CH2:26][CH2:27][CH2:28]1.[CH3:14][CH2:15][C:16](=[O:17])[c:18]1[cH:19][cH:20][cH:21][cH:22][cH:23]1.[CH3:1][C:2]([CH3:3])([O-:4])[CH3:5].[Cl:7][c:8]1[cH:9][cH:10][cH:11][cH:12][cH:13]1.[Na+:6].[O-:30][C:31]([CH3:32])=[O:33].[O-:34][C:35]([CH3:36])=[O:37].[Pd+2:29]>>[c:8]1([CH:15]([CH3:14])[C:16](=[O:17])[c:18]2[cH:19][cH:20][cH:21][cH:22][cH:23]2)[cH:9][cH:10][cH:11][cH:12][cH:13]1. The product is CC(C(=O)c1ccccc1)c1ccccc1. Starting materials: C1CCOC1, CCC(=O)c1ccccc1, CC(C)(C)[O-], Clc1ccccc1, [Na+], CC(=O)[O-], CC(=O)[O-], [Pd+2]. Reaction SMILES: [CH3:19][c:20]1[cH:21][cH:22][cH:23][cH:24][cH:25]1.[Cl:1][c:2]1[n:3][c:4]([CH3:16])[cH:5][c:6]([NH:11][CH2:12][CH:13]([CH3:14])[CH3:15])[c:7]1[N+:8]([O-:9])=[O:10].[H:17][H:18]>>[Cl:1][c:2]1[n:3][c:4]([CH3:16])[cH:5][c:6]([NH:11][CH2:12][CH:13]([CH3:14])[CH3:15])[c:7]1[NH2:8]. Product: Cc1cc(NCC(C)C)c(N)c(Cl)n1. Reactants: Cc1ccccc1, Cc1cc(NCC(C)C)c([N+](=O)[O-])c(Cl)n1, [H][H]. The reactants are CO, ClCCl, Cn1c(=O)cc(-c2cccc(Cl)c2)c2cc(C(N)(c3ccc(Cl)cc3)c3cnccc3Cl)ccc21, O. Yields the product COc1ccncc1C(N)(c1ccc(Cl)cc1)c1ccc2c(c1)c(-c1cccc(Cl)c1)cc(=O)n2C. Reaction SMILES: [CH3:40][OH:41].[Cl:36][CH2:37][Cl:38].[NH2:1][C:2]([c:3]1[cH:4][c:5]2[c:6](-[c:15]3[cH:16][c:17]([Cl:21])[cH:18][cH:19][cH:20]3)[cH:7][c:8](=[O:14])[n:9]([CH3:13])[c:10]2[cH:11][cH:12]1)([c:22]1[cH:23][n:24][cH:25][cH:26][c:27]1[Cl:28])[c:29]1[cH:30][cH:31][c:32]([Cl:35])[cH:33][cH:34]1.[OH2:39]>>[NH2:1][C:2]([c:3]1[cH:4][c:5]2[c:6](-[c:15]3[cH:16][c:17]([Cl:21])[cH:18][cH:19][cH:20]3)[cH:7][c:8](=[O:14])[n:9]([CH3:13])[c:10]2[cH:11][cH:12]1)([c:22]1[cH:23][n:24][cH:25][cH:26][c:27]1[O:39][CH3:40])[c:29]1[cH:30][cH:31][c:32]([Cl:35])[cH:33][cH:34]1. Reactants: O[C@H](C)[C@@H]1[C@@H]2N(C(=C(C2)C=2N3C(SC2)=CN=C3)C(=O)[O-])C1=O.[Na+] (sodium (5R,6S)-6-((1R)-1-hydroxyethyl)-2-(imidazo[5,1-b]thiazol-3-yl)-1-carbapen-2-em-3-carboxylate), C(C)(=O)OCBr (acetoxymethyl bromide). Solvent: C(C)(=O)OCC (ethy acetate), CN(C)C=O (DMF). Run at temperature -10 celsius, time 3 hour. The product is O[C@H](C)[C@@H]1[C@@H]2N(C(=C(C2)C=2N3C(SC2)=CN=C3)C(=O)OCOC(C)=O)C1=O (Acetoxymethyl (5R,6S)-6-((1R)-1-hydroxyethyl)-2-(imidazo[5,1-b]thiazol-3-yl)-1-carbapen-2-em-3-carboxylate). The yield is 32.0%. Reaction SMILES: [OH:1][C@@H:2]([C@H:4]1[C:21](=[O:22])[N:6]2[C:7]([C:18]([O-:20])=[O:19])=[C:8]([C:10]3[N:11]4[CH:17]=[N:16][CH:15]=[C:12]4[S:13][CH:14]=3)[CH2:9][C@H:5]12)[CH3:3].[Na+].[C:24]([O:27][CH2:28]Br)(=[O:26])[CH3:25]>CN(C=O)C.C(OCC)(=O)C>[OH:1][C@@H:2]([C@H:4]1[C:21](=[O:22])[N:6]2[C:7]([C:18]([O:20][CH2:28][O:27][C:24](=[O:26])[CH3:25])=[O:19])=[C:8]([C:10]3[N:11]4[CH:17]=[N:16][CH:15]=[C:12]4[S:13][CH:14]=3)[CH2:9][C@H:5]12)[CH3:3] |f:0.1|. Procedure: To a solution-of 60.2 mg of sodium (5R,6S)-6-((1R)-1-hydroxyethyl)-2-(imidazo[5,1-b]thiazol-3-yl)-1-carbapen-2-em-3-carboxylate in 1.4 ml of DMF was added 67.7 mg of acetoxymethyl bromide under the atmosphere of argon at a temperature of −30° C., and the mixture was stirred for 3 hours during which the temperature was raised up to −10° C. The reaction mixture was diluted twice with 20 ml of ethy acetate, and washed twice with 10 ml of semi-saturated aqueous saline. The organic layer was dried ov...